This data is from the Open Reaction Database (ORD), a public repository of structured organic reaction records. The task is: describe an organic reaction: reactants, conditions, products, and yield The reactants are FC(C=CC1=C(C=CC=C1)S(=O)(=O)N=C=O)(F)F (2-(3,3,3-trifluoro-1-propen-1-yl)phenylsulfonyl isocyanate), NC1=NC(=NC(=N1)OC)C (2-amino-4-methoxy-6-methyl-1,3,5-triazine). Run in O1CCOCC1 (dioxan). Conditions: temperature 20 celsius. Product: FC(C=CC1=C(C=CC=C1)S(=O)(=O)NC(=O)NC1=NC(=NC(=N1)OC)C)(F)F (N-[2-(3,3,3-trifluoro-1-propen-1-yl)phenylsulfonyl]-N'-(4-methoxy-6-methyl-1,3,5-triazin-2-yl)urea). RXN SMILES: [F:1][C:2]([F:18])([F:17])[CH:3]=[CH:4][C:5]1[CH:10]=[CH:9][CH:8]=[CH:7][C:6]=1[S:11]([N:14]=[C:15]=[O:16])(=[O:13])=[O:12].[NH2:19][C:20]1[N:25]=[C:24]([O:26][CH3:27])[N:23]=[C:22]([CH3:28])[N:21]=1>O1CCOCC1>[F:18][C:2]([F:1])([F:17])[CH:3]=[CH:4][C:5]1[CH:10]=[CH:9][CH:8]=[CH:7][C:6]=1[S:11]([NH:14][C:15]([NH:19][C:20]1[N:25]=[C:24]([O:26][CH3:27])[N:23]=[C:22]([CH3:28])[N:21]=1)=[O:16])(=[O:13])=[O:12]. Procedure details: 5.6 g of 2-(3,3,3-trifluoro-1-propen-1-yl)phenylsulfonyl isocyanate and 2.5 g of 2-amino-4-methoxy-6-methyl-1,3,5-triazine are stirred in absolute dioxan for 3 hours at 70°-80° C. After it has been cooled to 20° C., the reaction mixture is filtered and the clear solution so obtained is concentrated to a quarter of its volume. Then 50 ml of ether are added and 5.0 g of N-[2-(3,3,3-trifluoro-1-propen-1-yl)phenylsulfonyl]-N'-(4-methoxy-6-methyl-1,3,5-triazin-2-yl)urea crystallise from the solution....